From a dataset of the Open Reaction Database (ORD), a public repository of structured organic reaction records. describe an organic reaction: reactants, conditions, products, and yield Reactants: ice, ClC=1C(=C(N)C=CC1)C (3-chloro-2-methyl-aniline), O.O.O.O.O.O.[Cl-].[Mg+2].[Cl-] (magnesium chloride hexahydrate), N(=O)[O-].[Na+] (sodium nitrite), Cl (hydrochloric acid), ice, solution, S(=O)=O (sulfur dioxide). The reagents and catalysts are [Cu](Cl)Cl (copper (II)chloride). Solvent: O (water), C(C)(=O)O (acetic acid). Run at temperature 0 celsius, time 1 hour. The product is ClC=1C(=C(C=CC1)S(=O)(=O)Cl)C (3-Chloro-2-methyl-benzene sulfonic acid chloride). RXN SMILES: [Cl:1][C:2]1[C:3]([CH3:9])=[C:4]([CH:6]=[CH:7][CH:8]=1)N.[ClH:10].N([O-])=O.[Na+].O.O.O.O.O.O.[Cl-].[Mg+2].[Cl-].[S:24](=[O:26])=[O:25]>O.C(O)(=O)C.[Cu](Cl)Cl>[Cl:1][C:2]1[C:3]([CH3:9])=[C:4]([S:24]([Cl:10])(=[O:26])=[O:25])[CH:6]=[CH:7][CH:8]=1 |f:2.3,4.5.6.7.8.9.10.11.12|. Procedure: 30 gm (0.212 mol) of 3-chloro-2-methyl-aniline were admixed with 50 ml of concentrated aqueous hydrochloric acid. The reaction mixture was cooled to between -7° and -3° C. and at this temperature a solution of 14.6 gm (0.212 mol) of sodium nitrite in 50 ml of water was added dropwise thereto over a period of 1 hour. After stirring for a further hour at 0° C., 20.3 gm (0.1 mol) of magnesium chloride hexahydrate were added, and the reaction mixture was stirred for 10 minutes and then filtered. The...